Dataset: the Open Reaction Database (ORD), a public repository of structured organic reaction records. Task: describe an organic reaction: reactants, conditions, products, and yield Starting materials: ClC=1C=CC(=C(C1)C1=CC(N(C=C1)C(C(=O)NC1=CC=C(C(=O)OC)C=C1)CC1CC1)=O)C(F)(F)F (Methyl 4-[(2-{4-[5-chloro-2-(trifluoromethyl)phenyl]-2-oxopyridin-1(2H)-yl}-3-cyclopropylpropanoyl)amino]benzoate), [OH-].[Li+] (lithium hydroxide). Product: ClC=1C=CC(=C(C1)C1=CC(N(C=C1)C(C(=O)NC1=CC=C(C(=O)O)C=C1)CC1CC1)=O)C(F)(F)F (4-[(2-{4-[5-Chloro-2-(trifluoromethyl)phenyl]-2-oxopyridin-1(2H)-yl}-3-cyclopropylpropanoyl)-amino]benzoic acid). Reaction SMILES: [Cl:1][C:2]1[CH:3]=[CH:4][C:5]([C:33]([F:36])([F:35])[F:34])=[C:6]([C:8]2[CH:13]=[CH:12][N:11]([CH:14]([CH2:28][CH:29]3[CH2:31][CH2:30]3)[C:15]([NH:17][C:18]3[CH:27]=[CH:26][C:21]([C:22]([O:24]C)=[O:23])=[CH:20][CH:19]=3)=[O:16])[C:10](=[O:32])[CH:9]=2)[CH:7]=1.[OH-].[Li+]>>[Cl:1][C:2]1[CH:3]=[CH:4][C:5]([C:33]([F:36])([F:34])[F:35])=[C:6]([C:8]2[CH:13]=[CH:12][N:11]([CH:14]([CH2:28][CH:29]3[CH2:31][CH2:30]3)[C:15]([NH:17][C:18]3[CH:27]=[CH:26][C:21]([C:22]([OH:24])=[O:23])=[CH:20][CH:19]=3)=[O:16])[C:10](=[O:32])[CH:9]=2)[CH:7]=1 |f:1.2|. Procedure details: 200 mg (purity 48%, 0.19 mmol) of methyl 4-[(2-{4-[5-chloro-2-(trifluoromethyl)phenyl]-2-oxopyridin-1(2H)-yl}-3-cyclopropylpropanoyl)amino]benzoate (racemate) (Example 6.1G) were hydrolysed with lithium hydroxide according to General Method 3. Yield: 46 mg (49% of theory) Starting materials: OC1=CC2=C(NC(S2)=O)C(=C1)C (6-hydroxy-4-methylbenzo[d]thiazol-2(3H)-one), O (water), ClC1=NC=NC(=C1)Cl (4,6-dichloropyrimidine), C([O-])([O-])=O.[K+].[K+] (potassium carbonate). Solvent: CN(C)C=O (DMF). Conditions: time 2 hour. Yields the product ClC1=CC(=NC=N1)OC1=CC2=C(NC(S2)=O)C(=C1)C (6-(6-chloropyrimidin-4-yloxy)-4-methylbenzo[d]thiazol-2(3H)-one). Reaction SMILES: [OH:1][C:2]1[CH:11]=[C:10]([CH3:12])[C:5]2[NH:6][C:7](=[O:9])[S:8][C:4]=2[CH:3]=1.[Cl:13][C:14]1[CH:19]=[C:18](Cl)[N:17]=[CH:16][N:15]=1.C(=O)([O-])[O-].[K+].[K+].O>CN(C=O)C>[Cl:13][C:14]1[N:15]=[CH:16][N:17]=[C:18]([O:1][C:2]2[CH:11]=[C:10]([CH3:12])[C:5]3[NH:6][C:7](=[O:9])[S:8][C:4]=3[CH:3]=2)[CH:19]=1 |f:2.3.4|. Procedure: 0.30 g (1.66 mmol) 6-hydroxy-4-methylbenzo[d]thiazol-2(3H)-one and 0.25 g (1.68 mmol) 4,6-dichloropyrimidine were placed in 2.0 mL DMF. 0.25 g (1.81 mmol) potassium carbonate were added and the mixture was stirred for 2 h at RT. The reaction mixture was mixed with water and stirred overnight. The precipitate formed was suction filtered, washed and dried. Starting materials: OC1=C(C(CC(C1)C1(CC1)SC)=O)C(CC)=O (3-hydroxy-5-(1-methylthiocyclopropyl)-2-propionyl-2-cyclohexen-1-one), ClC1=CC=C(C=C1)/C=C/CCON (O-[4-trans-(4-chlorophenyl)-but-3-enyl]-hydroxylamine). Run in CO (methanol). Reaction conditions: time 24 hour. The product is ClC1=CC=C(C=C1)/C=C/CCON=C(CC)C=1C(CC(CC1O)C1(CC1)SC)=O (2-[1-[4-trans-(4-Chlorophenyl)-but-3-enyloximino]-propyl]-3-hydroxy-5-(1-methylthiocyclopropyl)-2-cyclohexen-1-one). The yield is 100.0%. Reaction SMILES: [OH:1][C:2]1[CH2:7][CH:6]([C:8]2([S:11][CH3:12])[CH2:10][CH2:9]2)[CH2:5][C:4](=[O:13])[C:3]=1[C:14](=O)[CH2:15][CH3:16].[Cl:18][C:19]1[CH:24]=[CH:23][C:22](/[CH:25]=[CH:26]/[CH2:27][CH2:28][O:29][NH2:30])=[CH:21][CH:20]=1>CO>[Cl:18][C:19]1[CH:20]=[CH:21][C:22](/[CH:25]=[CH:26]/[CH2:27][CH2:28][O:29][N:30]=[C:14]([C:3]2[C:4](=[O:13])[CH2:5][CH:6]([C:8]3([S:11][CH3:12])[CH2:10][CH2:9]3)[CH2:7][C:2]=2[OH:1])[CH2:15][CH3:16])=[CH:23][CH:24]=1. Reported procedure: A mixture of 2.0 g (7.9 mmol) of 3-hydroxy-5-(1-methylthiocyclopropyl)-2-propionyl-2-cyclohexen-1-one, 1.8 g (9.0 mmol) of O-[4-trans-(4-chlorophenyl)-but-3-enyl]-hydroxylamine and 100 ml of methanol was stirred for 24 hours and then evaporated down under reduced pressure. Yield: 100% Yields the product O1C(CCCC1)OCC=1C=CC=C2CCCC(C12)=O (8-(tetrahydro-pyran-2-yloxymethyl)-3,4-dihydro-2H-naphthalen-1-one). Starting materials: alcohol, O1CCCC=C1 (dihydropyran), C1(=CC=C(C=C1)S(=O)(=O)[O-])C.[NH+]1=CC=CC=C1 (pyridinium para-toluene sulfonate), diol, [Cr](=O)(=O)([O-])Cl.[NH+]1=CC=CC=C1 (pyridinium chlorochromate), C(C)(=O)[O-].[Na+] (sodium acetate). Procedure details: The diol (Intermediate H3) (2.42 g, 13.5 mmol) was dissolved in CH2Cl2 (75 mL) and reacted with dihydropyran (1.3 mL, 13.8 mmol) and pyridinium para-toluene sulfonate (PPTS) (350 mg, 1.36 mmol) at rt for 18 h. The mixture was concentrated onto SiO2 and purified by chromatography with 10% EtOAc:Hx. The tetrahydropyranyl (THP) protected alcohol (2.02 g, 7.70 mmol) was dissolved in CH2Cl2 (10 mL) and added to a mixture of pyridinium chlorochromate (PCC) (4.9 g, 22.2 mmol), sodium acetate (310 mg, 3... Yield: 55.0%. Solvent: C(Cl)Cl (CH2Cl2), C(Cl)Cl (CH2Cl2), C(Cl)Cl (CH2Cl2). As a reaction SMILES: [O:1]1[CH:6]=[CH:5][CH2:4][CH2:3][CH2:2]1.[C:7]1([CH3:17])[CH:12]=[CH:11][C:10](S([O-])(=O)=O)=[CH:9][CH:8]=1.[NH+]1C=C[CH:21]=[CH:20][CH:19]=1.[Cr](Cl)([O-])(=O)=[O:25].[NH+]1C=CC=CC=1.[C:35]([O-])(=[O:37])C.[Na+]>C(Cl)Cl>[O:1]1[CH2:2][CH2:3][CH2:4][CH2:5][CH:6]1[O:37][CH2:35][C:8]1[CH:9]=[CH:10][CH:11]=[C:12]2[C:7]=1[C:17](=[O:25])[CH2:21][CH2:20][CH2:19]2 |f:1.2,3.4,5.6|. The reactants are C(C(CO)(CO)N)O (THAM), O=C[C@H](O)[C@@H](O)[C@H](O)[C@H](O)CO (dextrose). Procedure: NAC and THAM were first granulated separately in mixtures with gum arabic and dextrose. The granulates were dried and then mixed together with saccharin, saccharose and flavour and then distributed into the bags. Reaction SMILES: C(O)[C:2](N)([CH2:5][OH:6])[CH2:3][OH:4].[O:9]=[CH:10][C@@H:11]([C@H:13]([C@@H:15]([C@@H:17]([CH2:19][OH:20])[OH:18])[OH:16])[OH:14])[OH:12]>>[CH2:19]([OH:20])[C@H:17]1[O:18][C@H:10]([O:9][C@:2]2([CH2:3][OH:4])[O:12][C@H:11]([CH2:13][OH:14])[C@@H:10]([OH:9])[C@@H:5]2[OH:6])[C@H:11]([OH:12])[C@@H:13]([OH:14])[C@@H:15]1[OH:16]. The product is C([C@@H]1[C@H]([C@@H]([C@H]([C@H](O1)O[C@]2([C@H]([C@@H]([C@H](O2)CO)O)O)CO)O)O)O)O (Saccharose).